From a dataset of the Open Reaction Database (ORD), a public repository of structured organic reaction records. describe an organic reaction: reactants, conditions, products, and yield Starting materials: N1CCCCC1 (piperidine), C(#N)C1=C(C=O)C=CC=C1 (2-cyanobenzaldehyde), COC(C(CC(=O)OC)=O)OC (methyl 4,4-dimethoxyacetoacetate), C(C)(=O)O (acetic acid). Run in C1=CC=CC=C1 (benzene), C1=CC=CC=C1 (benzene). Product: C(#N)C1=C(C=C(C(=O)OC)C(=O)C(OC)OC)C=CC=C1 (methyl 2 -(2-cyanobenzylidene)-4,4-dimethoxyacetoacetate). Isolated yield 62.6%. RXN SMILES: [C:1]([C:3]1[CH:10]=[CH:9][CH:8]=[CH:7][C:4]=1[CH:5]=O)#[N:2].[CH3:11][O:12][CH:13]([O:21][CH3:22])[C:14](=[O:20])[CH2:15][C:16]([O:18][CH3:19])=[O:17].C(O)(=O)C.N1CCCCC1>C1C=CC=CC=1>[C:1]([C:3]1[CH:10]=[CH:9][CH:8]=[CH:7][C:4]=1[CH:5]=[C:15]([C:14]([CH:13]([O:12][CH3:11])[O:21][CH3:22])=[O:20])[C:16]([O:18][CH3:19])=[O:17])#[N:2]. Procedure details: 1-(i) To a mixture of 2-cyanobenzaldehyde (5.0 g), methyl 4,4-dimethoxyacetoacetate (7.39 g) and acetic acid (0.458 g) in benzene (15 ml) was added portionwise each one third of a solution of piperidine (390 mg) in benzene (5 ml) for each 20 minutes' interval. The mixture was heated to reflux for 2 hours and the resulting water was removed off azeotropically during the reaction course. After cooling, the reaction mixture was shaken with a mixture of benzene (50 ml) and water (30 ml), and the org... The reactants are COC1=CC(NC1)=O (4-methoxy-3-pyrrolin-2-one), CS(=O)(=O)O (methanesulfonic acid), C(CC)O (1-propanol), 3A. Yields the product C(CC)OC1=CC(NC1)=O (4-n-propoxy-3-pyrrolin-2-one). As a reaction SMILES: [CH3:1][O:2][C:3]1[CH2:7][NH:6][C:5](=[O:8])[CH:4]=1.CS(O)(=O)=O.[CH2:14](O)[CH2:15]C>>[CH2:1]([O:2][C:3]1[CH2:7][NH:6][C:5](=[O:8])[CH:4]=1)[CH2:14][CH3:15]. Procedure details: A mixture of 4-methoxy-3-pyrrolin-2-one (3 g), 1-propanol (3.5 ml) and methanesulfonic acid (0.2 g) was refluxed for 2 hours in the presence of 3A molecular sieves. Solvent was removed from the mixture, and the residue chromatographed on silica gel, eluting with 2% methanol in methylene chloride, to give 4-n-propoxy-3-pyrrolin-2-one. Reactants: O=C([O-])[O-], CCCCO, ClCCNCCCl, Cl, Cl, [K+], [K+], Nc1cccc2cc[nH]c12. Yields the product c1cc(N2CCNCC2)c2[nH]ccc2c1. RXN SMILES: [C:19](=[O:20])([O-:21])[O-:22].[CH2:26]([OH:27])[CH2:28][CH2:29][CH3:30].[Cl:12][CH2:13][CH2:14][NH:15][CH2:16][CH2:17][Cl:18].[ClH:11].[ClH:25].[K+:23].[K+:24].[NH2:1][c:2]1[cH:3][cH:4][cH:5][c:6]2[cH:7][cH:8][nH:9][c:10]12>>[N:1]1([c:2]2[cH:3][cH:4][cH:5][c:6]3[cH:7][cH:8][nH:9][c:10]23)[CH2:13][CH2:14][NH:15][CH2:16][CH2:17]1.